Dataset: the Open Reaction Database (ORD), a public repository of structured organic reaction records. Task: describe an organic reaction: reactants, conditions, products, and yield Starting materials: [N+](=O)([O-])C=1NC=CN1 (2-nitro-1H-imidazole), C([O-])([O-])=O.[Cs+].[Cs+] (cesium carbonate), CI (MeI). The solvent is CN(C)C=O (DMF). Reaction conditions: temperature 50 celsius. Yields the product CN1C(=NC=C1)[N+](=O)[O-] (1-methyl-2-nitro-1H-imidazole). Isolated yield 86.7%. As a reaction SMILES: [N+:1]([C:4]1[NH:5][CH:6]=[CH:7][N:8]=1)([O-:3])=[O:2].[C:9](=O)([O-])[O-].[Cs+].[Cs+].CI>CN(C=O)C>[CH3:9][N:5]1[CH:6]=[CH:7][N:8]=[C:4]1[N+:1]([O-:3])=[O:2] |f:1.2.3|. Reported procedure: To a solution of 2-nitro-1H-imidazole (500 mg, 4.4 mmol) in DMF (50 mL) is added cesium carbonate (1.7 g, 5.3 mmol) and the mixture is heated to 50° C. for 30 minutes. The resulting suspension is cooled to room temperature and MeI (0.33 mL, 5.3 mmol) is added. The reaction is heated to 50° C. for 2 hours is then cooled to room temperature and filtered through a bed of Celite. The filtrate is poured over ice water and extracted ethyl acetate. The organic layer is washed with water, brine, dried (... The reactants are C(C)(=O)OC=1C=C2C(=NC=NC2=CC1OC)NC1=CC=C(C=C1)Cl (6-acetoxy-4-(4-chloro-phenylamino)-7-methoxy-quinazoline), [NH4+].[OH-] (NH4OH). The solvent is CO (MeOH). Run at time 18 hour. Product: ClC1=CC=C(C=C1)NC1=NC=NC2=CC(=C(C=C12)O)OC (4-(4-chloro-phenylamino)-7-methoxy-quinazolin-6-ol). RXN SMILES: C([O:4][C:5]1[CH:6]=[C:7]2[C:12](=[CH:13][C:14]=1[O:15][CH3:16])[N:11]=[CH:10][N:9]=[C:8]2[NH:17][C:18]1[CH:23]=[CH:22][C:21]([Cl:24])=[CH:20][CH:19]=1)(=O)C.[NH4+].[OH-]>CO>[Cl:24][C:21]1[CH:20]=[CH:19][C:18]([NH:17][C:8]2[C:7]3[C:12](=[CH:13][C:14]([O:15][CH3:16])=[C:5]([OH:4])[CH:6]=3)[N:11]=[CH:10][N:9]=2)=[CH:23][CH:22]=1 |f:1.2|. Procedure: To a solution of 6-acetoxy-4-(4-chloro-phenylamino)-7-methoxy-quinazoline (1.4 g, 4.07 mmol) (from Example 16, Step A, supra) in MeOH (35 mL) was added an aqueous solution of NH4OH (29%, 0.82 mL, 12.2 mmol). The reaction mixture was stirred at room temperature for 18 hours, then heated at 100° C. for 1.5 hours. The mixture was then cooled to room temperature and filtered. The precipitate was collected and dried in vacuo to give the desired 4-(4-chloro-phenylamino)-7-methoxy-quinazolin-6-ol as a ... Reactants: CCO, N#Cc1ccc(F)cc1F, [H][H], N. Product: NCc1ccc(F)cc1F. RXN SMILES: [CH3:14][CH2:15][OH:16].[F:1][c:2]1[c:3]([C:4]#[N:5])[cH:6][cH:7][c:8]([F:10])[cH:9]1.[H:11][H:12].[NH3:13]>>[F:1][c:2]1[c:3]([CH2:4][NH2:5])[cH:6][cH:7][c:8]([F:10])[cH:9]1. Yield: 68.0%. The solvent is P(=O)(Cl)(Cl)Cl (phosphorus oxychloride). The reactants are O=C1C(=CN=C(N1)C1=C(C=CC=C1)OCC)C(=O)N (1,6-dihydro-6-oxo-2-(2-ethoxyphenyl)pyrimidine-5-carboxamide). Procedure: A solution of 1,6-dihydro-6-oxo-2-(2-ethoxyphenyl)pyrimidine-5-carboxamide (5.5 g.) in phosphorus oxychloride (160 ml.) was heated under reflux for 3.5 hours. The solution was evaporated under reduced pressure to a thick oil which was treated with water (150 ml.) with vigorous stirring. The mixture was filtered. The collected solid was washed with water, dried, and recrystallized from glacial acetic acid to give the title compound (3.48 g., 68% yield), m.p. 186°-187°. Reaction SMILES: [O:1]=[C:2]1[NH:7][C:6]([C:8]2[CH:13]=[CH:12][CH:11]=[CH:10][C:9]=2[O:14][CH2:15][CH3:16])=[N:5][CH:4]=[C:3]1[C:17]([NH2:19])=O>P(Cl)(Cl)(Cl)=O>[O:1]=[C:2]1[NH:7][C:6]([C:8]2[CH:13]=[CH:12][CH:11]=[CH:10][C:9]=2[O:14][CH2:15][CH3:16])=[N:5][CH:4]=[C:3]1[C:17]#[N:19]. Yields the product O=C1C(=CN=C(N1)C1=C(C=CC=C1)OCC)C#N (1,6-Dihydro-6-oxo-2-(2-ethoxyphenyl)pyrimidine-5-carbonitrile). Reactants: CCC1CC2C3CCC4=CC(=O)CCC4C3CCC2(C)C1OC(=O)CBr, CC(=O)[O-], CC(C)=O, [K+], O. Yields the product CCC1CC2C3CCC4=CC(=O)CCC4C3CCC2(C)C1OC(=O)COC(C)=O. As a reaction SMILES: [CH2:1]([CH3:2])[CH:3]1[CH:4]([O:22][C:23]([CH2:24][Br:25])=[O:26])[C:5]2([CH3:6])[CH:7]([CH2:8]1)[CH:9]1[CH2:10][CH2:11][C:12]3=[CH:13][C:14](=[O:21])[CH2:15][CH2:16][CH:17]3[CH:18]1[CH2:19][CH2:20]2.[CH3:28][C:29]([O-:30])=[O:31].[CH3:32][C:33](=[O:34])[CH3:35].[K+:27].[OH2:36]>>[CH2:1]([CH3:2])[CH:3]1[CH:4]([O:22][C:23]([CH2:24][O:31][C:29]([CH3:28])=[O:30])=[O:26])[C:5]2([CH3:6])[CH:7]([CH2:8]1)[CH:9]1[CH2:10][CH2:11][C:12]3=[CH:13][C:14](=[O:21])[CH2:15][CH2:16][CH:17]3[CH:18]1[CH2:19][CH2:20]2. The reactants are CC(C)c1ccc(NC(=O)OC(C)(C)C)c(NC(=O)CC(=O)c2ccnc(C#N)c2)c1, ClCCl, O=C(O)C(F)(F)F. Product: CC(C)c1ccc2c(c1)NC(=O)CC(c1ccnc(C#N)c1)=N2. Reaction SMILES: [C:1]([O:2][C:3](=[O:4])[NH:7][c:8]1[c:9]([NH:17][C:18]([CH2:19][C:20](=[O:5])[c:22]2[cH:23][c:24]([C:28]#[N:29])[n:25][cH:26][cH:27]2)=[O:30])[cH:10][c:11]([CH:14]([CH3:15])[CH3:16])[cH:12][cH:13]1)([CH3:6])([CH3:21])[CH3:31].[Cl:39][CH2:40][Cl:41].[F:32][C:33]([F:34])([F:35])[C:36]([OH:37])=[O:38]>>[N:7]1=[C:20]([c:22]2[cH:23][c:24]([C:28]#[N:29])[n:25][cH:26][cH:27]2)[CH2:19][C:18](=[O:30])[NH:17][c:9]2[c:8]1[cH:13][cH:12][c:11]([CH:14]([CH3:15])[CH3:16])[cH:10]2.